This data is from the Open Reaction Database (ORD), a public repository of structured organic reaction records. The task is: describe an organic reaction: reactants, conditions, products, and yield Reactants: C=1C=CC2=C(C1)N=NN2O (HOBt), C1CCC(CC1)N=C=NC2CCCCC2 (DCCI), N([C@@H](CC1=CC=CC=C1)C(=O)N[C@@H](CC1=CNC=N1)C(=O)O)C(=O)OCC1=CC=CC=C1 (Z-Phe-His-OH), N[C@@H](CC(C)C)C(=O)N[C@@H](C(C)C)C(=O)O.C(N)(=O)C=1C=C(OCC(C[NH-])O)C=CC1 (H-Leu-Val 3-(m-carbamoylphenoxy)- 2-hydroxypropyl amide). Product: N([C@@H](CC1=CC=CC=C1)C(=O)N[C@@H](CC1=CNC=N1)C(=O)N[C@@H](CC(C)C)C(=O)N[C@@H](C(C)C)C(=O)O)C(=O)OCC1=CC=CC=C1.C(N)(=O)C=1C=C(OCC(C[NH-])O)C=CC1 (Z-Phe-His-Leu-Val 3-(m-carbamoylphenoxy)-2-hydroxypropyl amide), B7. RXN SMILES: [NH:1]([C:23]([O:25][CH2:26][C:27]1[CH:32]=[CH:31][CH:30]=[CH:29][CH:28]=1)=[O:24])[C@H:2]([C:10]([NH:12][C@H:13]([C:20](O)=[O:21])[CH2:14][C:15]1[N:19]=[CH:18][NH:17][CH:16]=1)=[O:11])[CH2:3][C:4]1[CH:9]=[CH:8][CH:7]=[CH:6][CH:5]=1.[NH2:33][C@H:34]([C:39]([NH:41][C@H:42]([C:46]([OH:48])=[O:47])[CH:43]([CH3:45])[CH3:44])=[O:40])[CH2:35][CH:36]([CH3:38])[CH3:37].[C:49]([C:52]1[CH:53]=[C:54]([CH:61]=[CH:62][CH:63]=1)[O:55][CH2:56][CH:57]([OH:60])[CH2:58][NH-:59])(=[O:51])[NH2:50].C1C=CC2N(O)N=NC=2C=1.C1CCC(N=C=NC2CCCCC2)CC1>>[NH:1]([C:23]([O:25][CH2:26][C:27]1[CH:32]=[CH:31][CH:30]=[CH:29][CH:28]=1)=[O:24])[C@H:2]([C:10]([NH:12][C@H:13]([C:20]([NH:33][C@H:34]([C:39]([NH:41][C@H:42]([C:46]([OH:48])=[O:47])[CH:43]([CH3:44])[CH3:45])=[O:40])[CH2:35][CH:36]([CH3:37])[CH3:38])=[O:21])[CH2:14][C:15]1[N:19]=[CH:18][NH:17][CH:16]=1)=[O:11])[CH2:3][C:4]1[CH:9]=[CH:8][CH:7]=[CH:6][CH:5]=1.[C:49]([C:52]1[CH:53]=[C:54]([CH:61]=[CH:62][CH:63]=1)[O:55][CH2:56][CH:57]([OH:60])[CH2:58][NH-:59])(=[O:51])[NH2:50] |f:1.2,5.6|. Procedure: In a manner analogous to that described in Example 1, using as starting materials 77 mg of Z-Phe-His-OH, 37 mg of H-Leu-Val-3-(m-carbamoylphenoxy)- 2-hydroxypropyl amide, 27 mg of HOBt and 36 mg of DCCI, the title compound is obtained after flash chromatography (65 g of silica gel 60, 40-63 μm, eluant system B7). Rf (B7)=0.15, Rf (N12)=0.30. Reactants: S(N)(=O)(=O)C1=CC=C(C(=O)OC2=C(C(=C(C(=C2F)F)F)F)F)C=C1 (pentafluorophenyl 4-sulfamoylbenzoate), S(N)(=O)(=O)C1=CC=C(C(=O)Cl)C=C1 (4-sulfamoylbenzoyl chloride), FC1=C(C(=C(C(=C1O)F)F)F)F (pentafluorophenol), N1=CC=CC=C1 (pyridine), NC(=N)N (guanidine). Run in CO (methanol). The product is S(N)(=O)(=O)C1=CC=C(C(=O)NC(=N)N)C=C1 (4-Sulfamoylbenzoylguanidine). As a reaction SMILES: [S:1]([C:5]1[CH:24]=[CH:23][C:8]([C:9](OC2C(F)=C(F)C(F)=C(F)C=2F)=[O:10])=[CH:7][CH:6]=1)(=[O:4])(=[O:3])[NH2:2].S(C1C=CC(C(Cl)=O)=CC=1)(=O)(=O)N.FC1C(O)=C(F)C(F)=C(F)C=1F.N1C=CC=CC=1.[NH2:56][C:57]([NH2:59])=[NH:58]>CO>[S:1]([C:5]1[CH:24]=[CH:23][C:8]([C:9]([NH:58][C:57]([NH2:59])=[NH:56])=[O:10])=[CH:7][CH:6]=1)(=[O:4])(=[O:3])[NH2:2]. Reported procedure: is obtained analogously to the procedure given in Example 1 from pentafluorophenyl 4-sulfamoylbenzoate, prepared from 4-sulfamoylbenzoyl chloride and pentafluorophenol in the presence of 1 mol of pyridine, with guanidine in methanol as reaction medium. Reactants: O (H2O), CCOC(=O)CCCP(=O)(OCC)OCC (triethyl 4-phosphonobutyrate), C1(=C(C=CC=C1)N)N (o-phenylenediamine). Run in Cl (HCl). Yields the product N1=C(NC2=C1C=CC=C2)CCCP(O)(=O)O (3-[benzimidazol-2-yl]-propanephosphonic acid). Isolated yield 50.8%. Reaction SMILES: CCO[C:4]([CH2:6][CH2:7][CH2:8][P:9]([O:14]CC)([O:11]CC)=[O:10])=O.[C:17]1([NH2:24])[CH:22]=[CH:21][CH:20]=[CH:19][C:18]=1[NH2:23].O>Cl>[N:23]1[C:18]2[CH:19]=[CH:20][CH:21]=[CH:22][C:17]=2[NH:24][C:4]=1[CH2:6][CH2:7][CH2:8][P:9]([OH:11])(=[O:10])[OH:14]. Procedure details: If 110 g (0.43 mol) of triethyl 4-phosphonobutyrate and 48.6 g (0.45 mol) of o-phenylenediamine are reacted with one another in 200 g of concentrated HCl and 200 g of H2O according to Example 1, 52.5 g (51.5% of theory) of 3-[benzimidazol-2-yl]-propanephosphonic acid are obtained as light grey crystals with a melting point of about 280° C. (decomposition). ##STR19##